This data is from the Open Reaction Database (ORD), a public repository of structured organic reaction records. The task is: describe an organic reaction: reactants, conditions, products, and yield Reactants: C(=O)(O)[O-].[Na+] (NaHCO3), FC1=CC(=C(C(=O)OC)C=C1)OC(C(F)(F)F)CC=C (Methyl 4-fluoro-2-[(1,1,1-trifluoropent-4-en-2-yl)oxy]benzoate), C(C)(=O)OCC (Ethyl acetate), [H-].[H-].[H-].[H-].[Li+].[Al+3] (LiAlH4). Run in C1CCOC1 (THF). Conditions: temperature 0 celsius, time 3 hour. The product is FC1=CC(=C(C=C1)CO)OC(C(F)(F)F)CC=C ({4-Fluoro-2-[(1,1,1-trifluoropent-4-en-2-yl)oxy]phenyl}methanol). Reaction SMILES: [F:1][C:2]1[CH:11]=[CH:10][C:5]([C:6](OC)=[O:7])=[C:4]([O:12][CH:13]([CH2:18][CH:19]=[CH2:20])[C:14]([F:17])([F:16])[F:15])[CH:3]=1.[H-].[H-].[H-].[H-].[Li+].[Al+3].C(OCC)(=O)C.C([O-])(O)=O.[Na+]>C1COCC1>[F:1][C:2]1[CH:11]=[CH:10][C:5]([CH2:6][OH:7])=[C:4]([O:12][CH:13]([CH2:18][CH:19]=[CH2:20])[C:14]([F:15])([F:16])[F:17])[CH:3]=1 |f:1.2.3.4.5.6,8.9|. Procedure details: Methyl 4-fluoro-2-[(1,1,1-trifluoropent-4-en-2-yl)oxy]benzoate (2.92 g, 10 mmol) was dissolved in 20 mL of THF and cooled to 0° C. 1M (THF) LiAlH4 (10 mL, 10 mmol) was added and the mixture stirred for 3 hours. Ethyl acetate (10 mL) was added and the mixture stirred 5 min, after which sat'd NaHCO3 was added and stirring continued for 15 min. The mixture was transferred to a separatory funnel and extracted with ethylacetate. The organic layers were combined and dried over Na2SO4, filtered and the...